From a dataset of the Open Reaction Database (ORD), a public repository of structured organic reaction records. describe an organic reaction: reactants, conditions, products, and yield Starting materials: [Br-].C1(=CC=CC=C1)[P+](CCCC1=CC(=C(C(=C1)OC)OC)OC)(C1=CC=CC=C1)C1=CC=CC=C1 (triphenyl[3-(3,4,5-trimethoxyphenyl)propyl]phosphonium bromide), C(CCC)[Li] (butyl lithium), COC=1C=C(C=O)C=CC1OC (3,4-dimethoxybenzaldehyde). Solvent: CCCCCC (hexane), C1CCOC1 (THF), C(C)(=O)OCC (ethyl acetate). Conditions: time 1 hour. The product is COC=1C=C(C=CC1OC)CCCCC1=CC(=C(C(=C1)OC)OC)OC (1-(3,4-dimethoxyphenyl)-4-(3,4,5-trimethoxyphenyl)butane). Yield: 50.8%. As a reaction SMILES: [Br-].C1([P+](C2C=CC=CC=2)(C2C=CC=CC=2)[CH2:9][CH2:10][CH2:11][C:12]2[CH:17]=[C:16]([O:18][CH3:19])[C:15]([O:20][CH3:21])=[C:14]([O:22][CH3:23])[CH:13]=2)C=CC=CC=1.C([Li])CCC.[CH3:41][O:42][C:43]1[CH:44]=[C:45]([CH:48]=[CH:49][C:50]=1[O:51][CH3:52])[CH:46]=O>C1COCC1.CCCCCC.C(OCC)(=O)C>[CH3:41][O:42][C:43]1[CH:44]=[C:45]([CH2:46][CH2:9][CH2:10][CH2:11][C:12]2[CH:13]=[C:14]([O:22][CH3:23])[C:15]([O:20][CH3:21])=[C:16]([O:18][CH3:19])[CH:17]=2)[CH:48]=[CH:49][C:50]=1[O:51][CH3:52] |f:0.1|. Reported procedure: Suspended in 15 ml of THF were 1.23 g (2.2 mmol) of triphenyl[3-(3,4,5-trimethoxyphenyl)propyl]phosphonium bromide. The suspension was added with 1.4 ml (1.57M, 2.2 mmol) of butyl lithium in hexane under ice cooling, followed by stirring for one hour. The reaction mixture was further added with 365 mg (2.2 mmol) of 3,4-dimethoxybenzaldehyde, followed by stirring at room temperature for 21 hours. After the reaction mixture was dissolved in 30 ml of ethyl acetate, the resulting solution was washed... The solvent is O (water), O (water), O1CCOCC1 (dioxane). RXN SMILES: [F:1][C:2]1[C:7]2[N:8]=[C:9]([CH2:11][C:12]3[CH:13]=[C:14]([CH2:18][C:19]([O:21]C)=[O:20])[CH:15]=[CH:16][CH:17]=3)[S:10][C:6]=2[C:5]([F:23])=[CH:4][C:3]=1[F:24].[OH-].[Na+]>O.O1CCOCC1>[F:1][C:2]1[C:7]2[N:8]=[C:9]([CH2:11][C:12]3[CH:13]=[C:14]([CH2:18][C:19]([OH:21])=[O:20])[CH:15]=[CH:16][CH:17]=3)[S:10][C:6]=2[C:5]([F:23])=[CH:4][C:3]=1[F:24] |f:1.2|. Procedure details: To a solution of methyl 3-[(4,5,7-trifluorobenzothiazol-2-yl)methyl]phenylacetate (231 mg, 0.66 mmol) in a mixture of water (5 ml) and dioxane (5 ml) was added dropwise 2N sodium hydroxide (2 ml, 4 mmol). After the addition was complete, the mixture was stirred for 2 hours, then diluted with water, washed with ether, acidified with 10% hydrochloric acid and extracted with ethyl acetate. The organic layer was dried, then evaporated to yield a residue, which was recrystallized from isopropyl ether... The yield is 60.2%. The reactants are FC1=C(C=C(C2=C1N=C(S2)CC=2C=C(C=CC2)CC(=O)OC)F)F (methyl 3-[(4,5,7-trifluorobenzothiazol-2-yl)methyl]phenylacetate), [OH-].[Na+] (sodium hydroxide). The product is FC1=C(C=C(C2=C1N=C(S2)CC=2C=C(C=CC2)CC(=O)O)F)F (3-[(4,5,7-trifluorobenzothiazol-2-yl)methyl]phenylacetic acid). Reaction conditions: time 2 hour. Reactants: NC1=CC=CC=C1 (aniline), COC=1C=C(C(=O)Cl)C=CC1 (3-methoxybenzoyl chloride). The solvent is C(C)N(CC)CC (triethylamine), C([O-])(O)=O.[Na+] (sodium bicarbonate), C(Cl)Cl (methylene chloride). Yields the product COC=1C=C(C(=O)NC2=CC=CC=C2)C=CC1 (3-Methoxy-N-phenylbenzamide). Isolated yield 94.3%. RXN SMILES: [NH2:1][C:2]1[CH:7]=[CH:6][CH:5]=[CH:4][CH:3]=1.[CH3:8][O:9][C:10]1[CH:11]=[C:12]([CH:16]=[CH:17][CH:18]=1)[C:13](Cl)=[O:14]>C(N(CC)CC)C.C(Cl)Cl.C(=O)(O)[O-].[Na+]>[CH3:8][O:9][C:10]1[CH:11]=[C:12]([CH:16]=[CH:17][CH:18]=1)[C:13]([NH:1][C:2]1[CH:7]=[CH:6][CH:5]=[CH:4][CH:3]=1)=[O:14] |f:4.5|. Procedure details: A solution of 13.4 mL (147 mmol) of aniline in 30.7 mL of triethylamine was slowly added to a solution containing 25.1 g (147 mmol) of 3-methoxybenzoyl chloride in methylene chloride. The resulting reaction mixture was reacted for approximately thirty minutes and then diluted with 1N sodium bicarbonate. The resultant layers were separated and the organic layer was washed sequentially with water, 1M sodium hydroxide and then brine, dried over sodium sulfate, filtered and then reduced to dryness u... Starting materials: C(C)(C)(C)[Li] (t-butyllithium), C(C=C)N(C([O-])=O)C(C)(C)C.BrC=1C=C2C(=NC1)OC1(C[C@@H]2N)CCC1 (N-allyl-N-t-butylcarbamate (4′S)-6′-(bromo)-3′,4′-dihydrospiro[cyclobutane-1,2′-pyrano[2,3-b]pyridin]-4′-amine), C(C(C)(C)C)=O (pivalaldehyde). Solvent: CCOCC (ether). Reaction conditions: time 5 minute. Yields the product C(C=C)N(C([O-])=O)C(C)(C)C.OC(C(C)(C)C)C=1C=C2C(=NC1)OC1(C[C@@H]2N)CCC1 (N-allyl-N-t-butylcarbamate (4′S)-6′-(1-hydroxy-2,2-dimethylpropyl)-3′,4′-dihydrospiro[cyclobutane-1,2′-pyrano[2,3-b]pyridin]-4′-amine). As a reaction SMILES: [CH2:1]([N:4]([C:8]([CH3:11])([CH3:10])[CH3:9])[C:5](=[O:7])[O-:6])[CH:2]=[CH2:3].Br[C:13]1[CH:14]=[C:15]2[C@@H:22]([NH2:23])[CH2:21][C:20]3([CH2:26][CH2:25][CH2:24]3)[O:19][C:16]2=[N:17][CH:18]=1.C([Li])(C)(C)C.[CH:32](=[O:37])[C:33]([CH3:36])([CH3:35])[CH3:34]>CCOCC>[CH2:1]([N:4]([C:8]([CH3:11])([CH3:10])[CH3:9])[C:5](=[O:6])[O-:7])[CH:2]=[CH2:3].[OH:37][CH:32]([C:13]1[CH:14]=[C:15]2[C@@H:22]([NH2:23])[CH2:21][C:20]3([CH2:26][CH2:25][CH2:24]3)[O:19][C:16]2=[N:17][CH:18]=1)[C:33]([CH3:36])([CH3:35])[CH3:34] |f:0.1,5.6|. Procedure details: A solution of N-allyl-N-t-butylcarbamate-(4′S)-6′-(bromo)-3′,4′-dihydrospiro[cyclobutane-1,2′-pyrano[2,3-b]pyridin]-4′-amine (4.12 g, 10.1 mmol) in ether (80 mL) was cooled to −78° C. and then t-butyllithium (12.5 ml, 21.3 mmol) was added and stirred for 15 minutes before the pivalaldehyde (3.80 ml, 35.0 mmol) (Note: freshly distilled) was added. After 5 minutes, LC-MS shows the starting material has been consumed. The reaction was quenched with sat'd NH4Cl and the organic layer separated. The o... The reactants are CC(=O)O, Cc1ccc2cccc(OCc3c(Cl)ccc(C4OCCO4)c3Cl)c2n1. Yields the product Cc1ccc2cccc(OCc3c(Cl)ccc(C=O)c3Cl)c2n1. As a reaction SMILES: [CH3:27][C:28](=[O:29])[OH:30].[Cl:1][c:2]1[c:3]([CH2:4][O:5][c:6]2[cH:7][cH:8][cH:9][c:10]3[cH:11][cH:12][c:13]([CH3:16])[n:14][c:15]23)[c:17]([Cl:26])[cH:18][cH:19][c:20]1[CH:21]1[O:22][CH2:25][CH2:24][O:23]1>>[Cl:1][c:2]1[c:3]([CH2:4][O:5][c:6]2[cH:7][cH:8][cH:9][c:10]3[cH:11][cH:12][c:13]([CH3:16])[n:14][c:15]23)[c:17]([Cl:26])[cH:18][cH:19][c:20]1[CH:21]=[O:22]. The reactants are C1(=CC=CC=C1)[C@@H](C)OC(NC=1C(=NOC1C1=CC=C(C=C1)Br)C)=O ([5-(4-bromo-phenyl)-3-methyl-isoxazol-4-yl]-carbamic acid (R)-1-phenyl-ethyl ester), C(C)OC(=O)C1(CCC1)C1=CC=C(C=C1)B1OC(C(O1)(C)C)(C)C (1-[4-(4,4,5,5-tetramethyl-[1,3,2]dioxaborolan-2-yl)-phenyl]-cyclobutanecarboxylic acid ethyl ester). The product is C(C)OC(=O)C1(CCC1)C1=CC=C(C=C1)C1=CC=C(C=C1)C1=C(C(=NO1)C)NC(=O)O[C@H](C)C1=CC=CC=C1 (1-{4′-[3-Methyl-4-((R)-1-phenyl-ethoxycarbonylamino)-isoxazol-5-yl]-biphenyl-4-yl}-cyclobutanecarboxylic acid ethyl ester). Reaction SMILES: [C:1]1([C@H:7]([O:9][C:10](=[O:25])[NH:11][C:12]2[C:13]([CH3:24])=[N:14][O:15][C:16]=2[C:17]2[CH:22]=[CH:21][C:20](Br)=[CH:19][CH:18]=2)[CH3:8])[CH:6]=[CH:5][CH:4]=[CH:3][CH:2]=1.[CH2:26]([O:28][C:29]([C:31]1([C:35]2[CH:40]=[CH:39][C:38](B3OC(C)(C)C(C)(C)O3)=[CH:37][CH:36]=2)[CH2:34][CH2:33][CH2:32]1)=[O:30])[CH3:27]>>[CH2:26]([O:28][C:29]([C:31]1([C:35]2[CH:40]=[CH:39][C:38]([C:20]3[CH:21]=[CH:22][C:17]([C:16]4[O:15][N:14]=[C:13]([CH3:24])[C:12]=4[NH:11][C:10]([O:9][C@@H:7]([C:1]4[CH:6]=[CH:5][CH:4]=[CH:3][CH:2]=4)[CH3:8])=[O:25])=[CH:18][CH:19]=3)=[CH:37][CH:36]=2)[CH2:32][CH2:33][CH2:34]1)=[O:30])[CH3:27]. Procedure: Prepared according to the procedure described in Example 6, Step 3 using [5-(4-bromo-phenyl)-3-methyl-isoxazol-4-yl]-carbamic acid (R)-1-phenyl-ethyl ester and 1-[4-(4,4,5,5-tetramethyl-[1,3,2]dioxaborolan-2-yl)-phenyl]-cyclobutanecarboxylic acid ethyl ester. Starting materials: OB(O)CCCCBr, O=C([O-])[O-], CN(C)C=O, [K+], [K+], Nc1nc(Cl)c2[nH]cnc2n1. Yields the product Nc1nc(Cl)c2ncn(CCCCB(O)O)c2n1. As a reaction SMILES: [Br:12][CH2:13][CH2:14][CH2:15][CH2:16][B:17]([OH:18])[OH:19].[C:20](=[O:21])([O-:22])[O-:23].[CH3:26][N:27]([CH3:28])[CH:29]=[O:30].[K+:24].[K+:25].[NH2:1][c:2]1[n:3][c:4]([Cl:11])[c:5]2[nH:6][cH:7][n:8][c:9]2[n:10]1>>[NH2:1][c:2]1[n:3][c:4]([Cl:11])[c:5]2[n:6][cH:7][n:8]([CH2:13][CH2:14][CH2:15][CH2:16][B:17]([OH:18])[OH:19])[c:9]2[n:10]1. The reactants are solution, [H-].C(C(C)C)[Al+]CC(C)C (diisobutylaluminum hydride), C(C1=CC=CC=C1)OC1=CC(=CC=2OC(OC(C21)=O)(C)C)OC (5-(benzyloxy)-7-methoxy-2,2-dimethyl-4H-benzo[d][1,3]dioxin-4-one). The solvent is C1(=CC=CC=C1)C (toluene), ClCCl (dichloromethane). Run at temperature -78 celsius, time 3 hour. Product: C(C1=CC=CC=C1)OC1=C(C=O)C(=CC(=C1)OC)O (2-(Benzyloxy)-6-hydroxy-4-methoxybenzaldehyde). Isolated yield 73.5%. RXN SMILES: [CH2:1]([O:8][C:9]1[C:18]2[C:17](=O)[O:16]C(C)(C)[O:14][C:13]=2[CH:12]=[C:11]([O:22][CH3:23])[CH:10]=1)[C:2]1[CH:7]=[CH:6][CH:5]=[CH:4][CH:3]=1.[H-].C([Al+]CC(C)C)C(C)C>ClCCl.C1(C)C=CC=CC=1>[CH2:1]([O:8][C:9]1[CH:10]=[C:11]([O:22][CH3:23])[CH:12]=[C:13]([OH:14])[C:18]=1[CH:17]=[O:16])[C:2]1[CH:7]=[CH:6][CH:5]=[CH:4][CH:3]=1 |f:1.2|. Procedure: A solution of 5-(benzyloxy)-7-methoxy-2,2-dimethyl-4H-benzo[d][1,3]dioxin-4-one (Example 1B, 6.76 g, 21.5 mmol) in dichloromethane (120 mL) was cooled to −78° C. and treated with 43 mL (64.5 mmol) of a 1.5 M solution of diisobutylaluminum hydride in toluene added dropwise over 20 min. The resulting mixture was then stirred at −78° C. for 3 h. The reaction mixture was quenched by the careful addition of methanol (5 mL) added dropwise over 15 min, followed by 1N hydrochloric acid (50 mL) added dro... The reactants are O=[N+]([O-])c1ccc(Oc2ccccc2OCc2ccccc2)cc1, CCO, Cl, [Fe]. Yields the product Nc1ccc(Oc2ccccc2OCc2ccccc2)cc1. Reaction SMILES: [CH2:1]([c:2]1[cH:3][cH:4][cH:5][cH:6][cH:7]1)[O:8][c:9]1[c:10]([O:11][c:12]2[cH:13][cH:14][c:15]([N+:18]([O-:19])=[O:20])[cH:16][cH:17]2)[cH:21][cH:22][cH:23][cH:24]1.[CH3:26][CH2:27][OH:28].[ClH:25].[Fe:29]>>[CH2:1]([c:2]1[cH:3][cH:4][cH:5][cH:6][cH:7]1)[O:8][c:9]1[c:10]([O:11][c:12]2[cH:13][cH:14][c:15]([NH2:18])[cH:16][cH:17]2)[cH:21][cH:22][cH:23][cH:24]1.